describe an organic reaction: reactants, conditions, products, and yield From a dataset of the Open Reaction Database (ORD), a public repository of structured organic reaction records. Starting materials: C[Si](C(F)(F)F)(C)C (trimethyl-trifluoromethyl-silane), CCCC[N+](CCCC)(CCCC)CCCC.[F-] (TBAF), BrC=1C=C(C=NC1)C=O (5-bromo-pyridine-3-carbaldehyde). Run in C1CCOC1 (THF), C1CCOC1 (THF). Product: BrC=1C=C(C=NC1)C(C(F)(F)F)O (1-(5-bromo-pyridin-3-yl)-2,2,2-trifluoro-ethanol). Yield: 68.7%. As a reaction SMILES: [Br:1][C:2]1[CH:3]=[C:4]([CH:8]=[O:9])[CH:5]=[N:6][CH:7]=1.C[Si](C)(C)[C:12]([F:15])([F:14])[F:13].CCCC[N+](CCCC)(CCCC)CCCC.[F-]>C1COCC1>[Br:1][C:2]1[CH:3]=[C:4]([CH:8]([OH:9])[C:12]([F:15])([F:14])[F:13])[CH:5]=[N:6][CH:7]=1 |f:2.3|. Procedure: To a cooled (0° C.) solution of 5-bromo-pyridine-3-carbaldehyde (2.0 g, 10.8 mmol) in THF (25 mL) are added trimethyl-trifluoromethyl-silane (2.8 mL, 18.8 mmol) and TBAF in THF solution (1.0 M; 10.8 mL, 10.8 mmol). The mixture is warmed to room temperature for 3 hrs. The solvent is evaporated to give the crude product. Purification by flash column chromatography affords 1.9 g of 1-(5-bromo-pyridin-3-yl)-2,2,2-trifluoro-ethanol. Starting materials: CC(C)(C)C=1C=C(C=C(C1)C(C)(C)C)CC[C@H]1[C@@H](CCC1)SCC(=O)OC (methyl(trans)-2-[[2-[2-[3,5-bis(1,1-dimethylethyl) -phenyl]ethyl]cyclopentyl]thio]acetate), [OH-].[Na+] (sodium hydroxide), Cl (hydrochloric acid). The solvent is CO (methanol). Yields the product CC(C)(C)C=1C=C(C=C(C1)C(C)(C)C)CC[C@H]1[C@@H](CCC1)SCC(=O)O ((trans)-2-[[2-[2-[3,5-bis(1,1-dimethylethyl)-phenyl]ethyl]cyclopentyl]thio]acetic acid). As a reaction SMILES: [CH3:1][C:2]([C:5]1[CH:6]=[C:7]([CH2:15][CH2:16][C@@H:17]2[CH2:21][CH2:20][CH2:19][C@H:18]2[S:22][CH2:23][C:24]([O:26]C)=[O:25])[CH:8]=[C:9]([C:11]([CH3:14])([CH3:13])[CH3:12])[CH:10]=1)([CH3:4])[CH3:3].[OH-].[Na+].Cl>CO>[CH3:14][C:11]([C:9]1[CH:8]=[C:7]([CH2:15][CH2:16][C@@H:17]2[CH2:21][CH2:20][CH2:19][C@H:18]2[S:22][CH2:23][C:24]([OH:26])=[O:25])[CH:6]=[C:5]([C:2]([CH3:1])([CH3:3])[CH3:4])[CH:10]=1)([CH3:12])[CH3:13] |f:1.2|. Reported procedure: To a solution of 300 mg (0,767 mmole) of the title product of Example 39 in 5 ml methanol is added 5 ml of 1M aqueous sodium hydroxide. After stirring at room temperature, the mixture is acidified with dilute aqueous hydrochloric acid and extracted with diethyl ether. The organic layer is dried over sodium sulfate, filtered, and evaporated. Chromatography of the residue over silica gel using mixtures of ethyl acetate, hexane, and acetic acid as eluents gives the title compound. The reactants are O=[N+]([O-])c1cc(Br)ccc1C1CC1, CCO, O, Cl[Sn]Cl. Product: Nc1cc(Br)ccc1C1CC1. RXN SMILES: [Br:4][c:5]1[cH:6][cH:7][c:8]([CH:14]2[CH2:15][CH2:16]2)[c:9]([N+:11]([O-:12])=[O:13])[cH:10]1.[CH3:17][CH2:18][OH:19].[OH2:20].[Sn:1]([Cl:2])[Cl:3]>>[Br:4][c:5]1[cH:6][cH:7][c:8]([CH:14]2[CH2:15][CH2:16]2)[c:9]([NH2:11])[cH:10]1. Starting materials: O=C(OCCO)c1cc(Oc2ccc(C(F)(F)F)cc2Cl)ccc1[N+](=O)[O-], O=C(Cl)COc1ccc(Cl)cc1Cl, ClCCl, c1ccncc1. Yields the product O=C(COc1ccc(Cl)cc1Cl)OCCOC(=O)c1cc(Oc2ccc(C(F)(F)F)cc2Cl)ccc1[N+](=O)[O-]. RXN SMILES: [Cl:14][c:15]1[c:16]([O:17][c:18]2[cH:19][cH:20][c:21]([N+:30](=[O:31])[O-:32])[c:22]([C:23](=[O:24])[O:25][CH2:26][CH2:27][OH:28])[cH:29]2)[cH:33][cH:34][c:35]([C:37]([F:38])([F:39])[F:40])[cH:36]1.[Cl:1][c:2]1[c:3]([O:4][CH2:5][C:6](=[O:7])[Cl:8])[cH:9][cH:10][c:11]([Cl:13])[cH:12]1.[Cl:47][CH2:48][Cl:49].[cH:41]1[cH:42][cH:43][n:44][cH:45][cH:46]1>>[Cl:1][c:2]1[c:3]([O:4][CH2:5][C:6](=[O:7])[O:28][CH2:27][CH2:26][O:25][C:23]([c:22]2[c:21]([N+:30](=[O:31])[O-:32])[cH:20][cH:19][c:18]([O:17][c:16]3[c:15]([Cl:14])[cH:36][c:35]([C:37]([F:38])([F:39])[F:40])[cH:34][cH:33]3)[cH:29]2)=[O:24])[cH:9][cH:10][c:11]([Cl:13])[cH:12]1. Starting materials: CC1(N=C(OC1)C1=C(C(=CC=C1)[N+](=O)[O-])C)C (4,5-dihydro-4,4-dimethyl-2-(2-methyl-3-nitrophenyl)oxazole), [H][H] (hydrogen), [H][H] (hydrogen). The reagents and catalysts are [Pd] (palladium on barium sulfate). The solvent is O1CCCC1 (tetrahydrofuran). Product: CC1(N=C(OC1)C=1C(=C(C=CC1)N)C)C (3-(4,5-dihydro-4,4-dimethyl-2-oxazolyl)-2-methylbenzenamine). The yield is 95.0%. As a reaction SMILES: [CH3:1][C:2]1([CH3:17])[CH2:6][O:5][C:4]([C:7]2[CH:12]=[CH:11][CH:10]=[C:9]([N+:13]([O-])=O)[C:8]=2[CH3:16])=[N:3]1.[H][H]>O1CCCC1.[Pd]>[CH3:1][C:2]1([CH3:17])[CH2:6][O:5][C:4]([C:7]2[C:8]([CH3:16])=[C:9]([NH2:13])[CH:10]=[CH:11][CH:12]=2)=[N:3]1. Reported procedure: To 29.82 g of 4,5-dihydro-4,4-dimethyl-2-(2-methyl-3-nitrophenyl)oxazole in 500 ml of tetrahydrofuran is added 0.5 g of 10% palladium on barium sulfate. The mixture is exposed to hydrogen gas until the appropriate quantity of hydrogen is taken up, filtered and the solvent evaporated to give 24.7 g of 3-(4,5-dihydro-4,4-dimethyl-2-oxazolyl)-2-methylbenzenamine as a gum which crystallizes on cooling; mp 45° C. Starting materials: Pd (OH)2, FC(C=1C=C(C=CC1)OC1=NC(=CC=C1)C#N)(F)F (2-(3-trifluoromethylphenyloxy)-6-cyanopyridine), [H][H] (hydrogen). The solvent is C(C)(=O)O (acetic acid). The product is FC(C=1C=C(C=CC1)OC1=NC(=CC=C1)CN)(F)F (2-(3-Trifluoromethylphenyloxy)-6-(aminomethyl)-pyridine). As a reaction SMILES: [F:1][C:2]([F:19])([F:18])[C:3]1[CH:4]=[C:5]([O:9][C:10]2[CH:15]=[CH:14][CH:13]=[C:12]([C:16]#[N:17])[N:11]=2)[CH:6]=[CH:7][CH:8]=1.[H][H]>C(O)(=O)C>[F:18][C:2]([F:1])([F:19])[C:3]1[CH:4]=[C:5]([O:9][C:10]2[CH:15]=[CH:14][CH:13]=[C:12]([CH2:16][NH2:17])[N:11]=2)[CH:6]=[CH:7][CH:8]=1. Procedure details: 3.00 g (11.4 mmol) of 2-(3-trifluoromethylphenyloxy)-6-cyanopyridine were dissolved in 120 ml of acetic acid, 300 mg of Pd (OH)2, 20% on charcoal, were added, and the mixture was hydrogenated at a hydrogen pressure of 17 bar for 3 h at room temperature. The catalyst was then removed by filtration, the organic phase was concentrated and the residue was taken up in water. This solution was washed with ethyl acetate, then adjusted to a pH of 10 using 2 N NaOH, and subjected to repeated extraction w... Starting materials: C1OC=2C=C3CCC(CC3=CC2O1)=O (6,7-methylenedioxy-2-tetralone), C(=O)(O)[O-].[Na+] (NaHCO3), CN(C=O)C (Dimethylformamide), P(Br)(Br)Br (phosphorus tribromide). Solvent: C(Cl)(Cl)Cl (chloroform), C(Cl)(Cl)Cl (chloroform). Run at temperature 0 celsius, time 1 hour. The product is BrC1=C(C2=CC3=C(C=C2CC1)OCO3)C=O (2-Bromo-3,4-dihydro-6,7-methylenedioxy-1-napthaldehyde). Yield: 60.0%. Reaction SMILES: CN(C)[CH:3]=[O:4].P(Br)(Br)[Br:7].[CH2:10]1[O:22][C:21]2[CH:20]=[C:19]3[C:14]([CH2:15][CH2:16][C:17](=O)[CH2:18]3)=[CH:13][C:12]=2[O:11]1.C([O-])(O)=O.[Na+]>C(Cl)(Cl)Cl>[Br:7][C:17]1[CH2:16][CH2:15][C:14]2[C:19](=[CH:20][C:21]3[O:22][CH2:10][O:11][C:12]=3[CH:13]=2)[C:18]=1[CH:3]=[O:4] |f:3.4|. Procedure: Dimethylformamide (0.8 ml, 10 mmol) was added dropwise to a solution of phosphorus tribromide (0.8 ml, 8.5 mmol) in dry chloroform (20 ml) at 0° C. The mixture was stirred at 0° C. for 1 h to give pale yellow suspension. A solution of compound 6,7-methylenedioxy-2-tetralone (500 mg, 2.6 mmol) in dry chloroform(20 ml) was added to the yellow suspension and the mixture was heated at reflux for 1 h. The reaction mixture was cooled to 0° C. and saturated aqueous NaHCO3 solution was added dropwise un... Reactants: O[C@@H]1C[C@H]2[C@@]3(CCC([C@@]3(C)CC[C@@H]2[C@]2(CCC(C=C12)=O)C)=O)O (6β,14α-dihydroxy-4-androstene-3,17-dione), C(CC)(=O)OC(CC)=O (propionic anhydride), C(C1=CC=CC=C1)(=O)Cl (benzoyl chloride). Product: O[C@@]12CCC([C@@]1(C)CC[C@@H]1[C@]3(CCC(C=C3C(C[C@@H]21)=O)=O)C)=O (14α-hydroxy-4-androstene-3,6,17-trione), C(CC)(=O)[O-] (propionate). RXN SMILES: [OH:1][C@H:2]1[C:19]2[C@:14]([CH3:21])([CH2:15][CH2:16][C:17](=[O:20])[CH:18]=2)[C@@H:13]2[C@H:4]([C@@:5]3([OH:23])[C@@:9]([CH2:11][CH2:12]2)([CH3:10])[C:8](=[O:22])[CH2:7][CH2:6]3)[CH2:3]1.[C:24]([O:28]C(=O)CC)(=[O:27])[CH2:25][CH3:26].C(Cl)(=O)C1C=CC=CC=1>>[OH:23][C@:5]12[C@H:4]3[C@@H:13]([C@:14]4([CH3:21])[C:19]([C:2](=[O:1])[CH2:3]3)=[CH:18][C:17](=[O:20])[CH2:16][CH2:15]4)[CH2:12][CH2:11][C@:9]1([CH3:10])[C:8](=[O:22])[CH2:7][CH2:6]2.[C:24]([O-:28])(=[O:27])[CH2:25][CH3:26]. Reported procedure: The above compounds can be synthesized by the methods described in Japanese Patent Application Laid-Open Nos. 192794/1988 and 131193/1989. That is, 14α-hydroxy-4-androstene-3,6,17-trione is synthesized from 6β,14α-dihydroxy-4-androstene-3,17-dione according to an ordinary oxidation reaction (for example, Jones' oxidation reaction) and then is reacted with propionic anhydride or benzoyl chloride to obtain a propionate or a benzoate. Starting materials: CC(C)(C)NC(=O)Nc1nc2nc(S(C)(=O)=O)ncc2cc1-c1c(Cl)ccc(NC(=O)c2cccc(C(F)(F)F)c2)c1Cl, CO, CCN(C(C)C)C(C)C, [NH4+]. The product is CC(C)(C)NC(=O)Nc1nc2nc(N)ncc2cc1-c1c(Cl)ccc(NC(=O)c2cccc(C(F)(F)F)c2)c1Cl. Reaction SMILES: [C:1]([CH3:2])([CH3:3])([CH3:4])[NH:5][C:6]([NH:7][c:8]1[c:9](-[c:22]2[c:23]([Cl:42])[c:24]([NH:29][C:30]([c:31]3[cH:32][c:33]([C:37]([F:38])([F:39])[F:40])[cH:34][cH:35][cH:36]3)=[O:41])[cH:25][cH:26][c:27]2[Cl:28])[cH:10][c:11]2[c:12]([n:13][c:14]([S:17]([CH3:18])(=[O:19])=[O:20])[n:15][cH:16]2)[n:21]1)=[O:43].[CH3:54][OH:55].[CH:45]([N:48]([CH2:46][CH3:47])[CH:49]([CH3:50])[CH3:51])([CH3:52])[CH3:53].[NH4+:44]>>[C:1]([CH3:2])([CH3:3])([CH3:4])[NH:5][C:6]([NH:7][c:8]1[c:9](-[c:22]2[c:23]([Cl:42])[c:24]([NH:29][C:30]([c:31]3[cH:32][c:33]([C:37]([F:38])([F:39])[F:40])[cH:34][cH:35][cH:36]3)=[O:41])[cH:25][cH:26][c:27]2[Cl:28])[cH:10][c:11]2[c:12]([n:13][c:14]([NH2:48])[n:15][cH:16]2)[n:21]1)=[O:43]. Starting materials: OCc1ccc(F)c(Br)c1, ClCc1ccccc1, Cl, C1CCOC1, O. The product is Fc1ccc(COCc2ccccc2)cc1Br. RXN SMILES: [Br:1][c:2]1[cH:3][c:4]([CH2:5][OH:6])[cH:7][cH:8][c:9]1[F:10].[Cl:11][CH2:12][c:13]1[cH:14][cH:15][cH:16][cH:17][cH:18]1.[ClH:20].[O:21]1[CH2:22][CH2:23][CH2:24][CH2:25]1.[OH2:19]>>[Br:1][c:2]1[cH:3][c:4]([CH2:5][O:6][CH2:12][c:13]2[cH:14][cH:15][cH:16][cH:17][cH:18]2)[cH:7][cH:8][c:9]1[F:10].